Dataset: the Open Reaction Database (ORD), a public repository of structured organic reaction records. Task: describe an organic reaction: reactants, conditions, products, and yield The reactants are Fc1cc2[nH]ccc2cc1Br, CC(C)(C)OC(=O)OC(C)(C)C, CC(C)(C)[O-], Cl, [K+], CN(C)C=O, O. Yields the product CC(C)(C)OC(=O)n1ccc2cc(Br)c(F)cc21. Reaction SMILES: [Br:1][c:2]1[cH:3][c:4]2[cH:5][cH:6][nH:7][c:8]2[cH:9][c:10]1[F:11].[C:18]([CH3:19])([CH3:20])([CH3:21])[O:22][C:23]([O:24][C:26]([CH3:27])([CH3:28])[CH3:29])=[O:25].[CH3:12][C:13]([CH3:14])([O-:15])[CH3:16].[ClH:30].[K+:17].[O:31]=[CH:32][N:33]([CH3:34])[CH3:35].[OH2:36]>>[Br:1][c:2]1[cH:3][c:4]2[cH:5][cH:6][n:7]([C:23]([O:22][C:18]([CH3:19])([CH3:20])[CH3:21])=[O:24])[c:8]2[cH:9][c:10]1[F:11]. Run at time 1.5 hour. Yields the product FC1=CC=C(C=C1)C1=C(N(C(=C1/C=C/C=O)C(C)C)C)C1=CC=CC=C1 ((E)-3-[3-(4-Fluorophenyl)-5-isopropyl-1-methyl-2-phenyl-pyrrol-4-yl]prop-2-enal). Run in C(C)#N (acetonitrile), C(C)#N (acetonitrile), C(C)#N (acetonitrile), O (water), C1(=CC=CC=C1)C (toluene). Starting materials: CN(C)C(=O)C=C (dimethylaminoacrolein), FC1=CC=C(C=C1)C1=C(N(C(=C1)C(C)C)C)C1=CC=CC=C1 (3-(4-Fluorophenyl)-5-isopropyl-1-methyl-2-phenyl-pyrrole), P(=O)(Cl)(Cl)Cl (phosphorus oxychloride), [OH-].[Na+] (sodium hydroxide). RXN SMILES: P(Cl)(Cl)(Cl)=O.CN([C:9]([CH:11]=[CH2:12])=[O:10])C.[F:13][C:14]1[CH:19]=[CH:18][C:17]([C:20]2[CH:24]=[C:23]([CH:25]([CH3:27])[CH3:26])[N:22]([CH3:28])[C:21]=2[C:29]2[CH:34]=[CH:33][CH:32]=[CH:31][CH:30]=2)=[CH:16][CH:15]=1.[OH-].[Na+]>C(#N)C.O.C1(C)C=CC=CC=1>[F:13][C:14]1[CH:19]=[CH:18][C:17]([C:20]2[C:24](/[CH:12]=[CH:11]/[CH:9]=[O:10])=[C:23]([CH:25]([CH3:27])[CH3:26])[N:22]([CH3:28])[C:21]=2[C:29]2[CH:30]=[CH:31][CH:32]=[CH:33][CH:34]=2)=[CH:16][CH:15]=1 |f:3.4|. Reported procedure: 1.64 m((18 mmol) of phosphorus oxychloride are taken in 10 ml of anhydrous acetonitrile. Under argon, a solution of 1.85 g (16.8 mmol) of 90% strength dimethylaminoacrolein in 7 ml of acetonitrile is first added dropwise at -10° C. to 0° C., and a solution of 1.76 g (6 mmol) of 3-(4-fluorophenyl)-5-isopropyl-1-methyl-2-phenyl-pyrrole (Example 3) in 7 ml of acetonitrile is then added at -5° C. to 0° C. The mixture is heated under reflux overnight. It is now added to a suspension of 4.4 g of sodiu...